From a dataset of the Open Reaction Database (ORD), a public repository of structured organic reaction records. describe an organic reaction: reactants, conditions, products, and yield The reactants are BrCc1ccccc1, O=C([O-])[O-], CC(C)=O, [Cs+], [Cs+], CC12CCC3c4ccc(O)cc4CC(CCCCCO)C3C1C=CC2=O. The product is CC12CCC3c4ccc(OCc5ccccc5)cc4CC(CCCCCO)C3C1C=CC2=O. As a reaction SMILES: [Br:33][CH2:34][c:35]1[cH:36][cH:37][cH:38][cH:39][cH:40]1.[C:27](=[O:28])([O-:29])[O-:30].[CH3:41][C:42](=[O:43])[CH3:44].[Cs+:31].[Cs+:32].[OH:1][c:2]1[cH:3][c:4]2[c:17]([cH:18][cH:19]1)[CH:16]1[CH:7]([CH:6]([CH2:21][CH2:22][CH2:23][CH2:24][CH2:25][OH:26])[CH2:5]2)[CH:8]2[CH:9]=[CH:10][C:11](=[O:20])[C:12]2([CH3:13])[CH2:14][CH2:15]1>>[O:1]([c:2]1[cH:3][c:4]2[c:17]([cH:18][cH:19]1)[CH:16]1[CH:7]([CH:6]([CH2:21][CH2:22][CH2:23][CH2:24][CH2:25][OH:26])[CH2:5]2)[CH:8]2[CH:9]=[CH:10][C:11](=[O:20])[C:12]2([CH3:13])[CH2:14][CH2:15]1)[CH2:34][c:35]1[cH:36][cH:37][cH:38][cH:39][cH:40]1. The reactants are CCOC(=O)C(C)(F)C(=O)O, NC1C(=O)N(CC2CC2)c2ccccc2-c2ccccc21. The product is CCOC(=O)C(C)(F)C(=O)NC1C(=O)N(CC2CC2)c2ccccc2-c2ccccc21. As a reaction SMILES: [CH2:22]([CH3:23])[O:24][C:25]([C:26]([C:27](=[O:28])[OH:29])([CH3:30])[F:31])=[O:32].[NH2:1][CH:2]1[c:3]2[c:4]([cH:18][cH:19][cH:20][cH:21]2)-[c:5]2[c:6]([cH:14][cH:15][cH:16][cH:17]2)[N:7]([CH2:10][CH:11]2[CH2:12][CH2:13]2)[C:8]1=[O:9]>>[NH:1]([CH:2]1[c:3]2[c:4]([cH:18][cH:19][cH:20][cH:21]2)-[c:5]2[c:6]([cH:14][cH:15][cH:16][cH:17]2)[N:7]([CH2:10][CH:11]2[CH2:12][CH2:13]2)[C:8]1=[O:9])[C:27]([C:26]([C:25]([O:24][CH2:22][CH3:23])=[O:32])([CH3:30])[F:31])=[O:28]. Starting materials: OCCCC#C (5-hydroxy-1-pentyne), N1C=NC=C1 (imidazole), eluent 7/3, diethyl ether petroleum ether, [Si](C)(C)(C(C)(C)C)Cl (t-butyldimethylsilyl chloride), Cl(=O)(=O)(=O)O (perchloric acid). Solvent: CN(C=O)C (dimethylformamide). Reaction conditions: temperature 2 celsius. The product is [Si](C)(C)(C(C)(C)C)OCCCC#C (5-(t-Butyldimethylsilyloxy)pent-1-yne). As a reaction SMILES: [OH:1][CH2:2][CH2:3][CH2:4][C:5]#[CH:6].N1C=CN=C1.[Si:12](Cl)([C:15]([CH3:18])([CH3:17])[CH3:16])([CH3:14])[CH3:13].Cl(O)(=O)(=O)=O>CN(C)C=O>[Si:12]([O:1][CH2:2][CH2:3][CH2:4][C:5]#[CH:6])([C:15]([CH3:18])([CH3:17])[CH3:16])([CH3:14])[CH3:13]. Procedure: A mixture of 186 ml of dimethylformamide, 93.5 g of 5-hydroxy-1-pentyne and 185.5 g of imidazole at room temperature (20-30° C.) is added with 185.5 g of t-butyldimethylsilyl chloride, in portions and under stirring, keeping this temperature with cooling bath. The resulting pale-yellow, dense suspension is cooled to 2° C., kept under stirring and monitored by TLC (eluent 7/3 diethyl ether/petroleum ether, developer: hot perchloric acid; Rf of the starting product=0.33, Rf of the final product=0.... Reactants: C1(CC1)N1C=C(C(C2=CC(=C(C(=C12)F)F)F)=O)C(=O)O (1-cyclopropyl-6,7,8-trifluoro-1,4-dihydro-4-oxo-3-quinolinecarboxylic acid), 1,8-diazobicyclo, CCCCCCC=CCCC (undec-7-ene), C(C)N1CC(CC1)N (N-ethyl-3-aminopyrrolidine). Run in C(C)#N (acetonitrile). Run at time 8 hour. Product: C1(CC1)N1C=C(C(C2=CC(=C(C(=C12)F)N1CC(CC1)NCC)F)=O)C(=O)O (1-Cyclopropyl-7-[3-(ethylamino)-1-pyrrolidinyl]-6,8-difluoro-1,4-dihydro-4-oxo-3-quinolinecarboxylic acid). As a reaction SMILES: [CH:1]1([N:4]2[C:13]3[C:8](=[CH:9][C:10]([F:16])=[C:11](F)[C:12]=3[F:14])[C:7](=[O:17])[C:6]([C:18]([OH:20])=[O:19])=[CH:5]2)[CH2:3][CH2:2]1.[CH3:21][CH2:22]CCCCC=CCCC.C([N:34]1[CH2:38][CH2:37][CH:36]([NH2:39])[CH2:35]1)C>C(#N)C>[CH:1]1([N:4]2[C:13]3[C:8](=[CH:9][C:10]([F:16])=[C:11]([N:34]4[CH2:38][CH2:37][CH:36]([NH:39][CH2:21][CH3:22])[CH2:35]4)[C:12]=3[F:14])[C:7](=[O:17])[C:6]([C:18]([OH:20])=[O:19])=[CH:5]2)[CH2:2][CH2:3]1. Procedure: To 0.80 g (2.8 mmol) of the 1-cyclopropyl-6,7,8-trifluoro-1,4-dihydro-4-oxo-3-quinolinecarboxylic acid in 10 ml of acetonitrile and 0.43 g (2.8 mmol) of 1,8-diazobicyclo [5.4.0], undec-7-ene was added 0.35 g (3.1 mmol) of the N-ethyl-3-aminopyrrolidine. The mixture was refluxed for one hour and stirred overnight. The solids were filtered and washed with ether: acetonitrile (6:1), to give 0.81 g of the title compound, mp 236°-238° C. The reactants are solid, Cl.Cl.Cl.O1COC2=C1C=CC=C2N2CCN(CC2)CC[C@@H]2CC[C@H](CC2)N (Trans-4-[2-(4-Benzo[1,3]dioxol-4-yl-piperazin-1-yl)-ethyl]-cyclohexylamine trihydrochloride), Cl.Cl.Cl.O1COC2=C1C=CC=C2N2CCN(CC2)CC[C@@H]2CC[C@H](CC2)N (Trans-4-[2-(4-Benzo[1,3]dioxol-4-yl-piperazin-1-yl)-ethyl]-cyclohexylamine trihydrochloride), O1CCC(CC1)C(=O)O (tetrahydro-2H-pyran-4-carboxylic acid). Product: O1COC2=C1C=CC=C2N2CCN(CC2)CC[C@@H]2CC[C@H](CC2)NC(=O)C2CCOCC2 (Tetrahydro-pyran-4-carboxylic acid-trans-N-{4-[2-(4-benzo[1,3]dioxol-4-yl-piperazin-1-yl)-ethyl]-cyclohexyl}-amide). RXN SMILES: Cl.Cl.Cl.[O:4]1[C:8]2[CH:9]=[CH:10][CH:11]=[C:12]([N:13]3[CH2:18][CH2:17][N:16]([CH2:19][CH2:20][C@H:21]4[CH2:26][CH2:25][C@H:24]([NH2:27])[CH2:23][CH2:22]4)[CH2:15][CH2:14]3)[C:7]=2[O:6][CH2:5]1.[O:28]1[CH2:33][CH2:32][CH:31]([C:34](O)=[O:35])[CH2:30][CH2:29]1>>[O:4]1[C:8]2[CH:9]=[CH:10][CH:11]=[C:12]([N:13]3[CH2:18][CH2:17][N:16]([CH2:19][CH2:20][C@H:21]4[CH2:26][CH2:25][C@H:24]([NH:27][C:34]([CH:31]5[CH2:32][CH2:33][O:28][CH2:29][CH2:30]5)=[O:35])[CH2:23][CH2:22]4)[CH2:15][CH2:14]3)[C:7]=2[O:6][CH2:5]1 |f:0.1.2.3|. Reported procedure: The title compound, white solid (29.5 mg, 81.6%), MS (ISP) m/z=444.3 [(M+H)+], was prepared in accordance with the general method of example 1 from Trans-4-[2-(4-Benzo[1,3]dioxol-4-yl-piperazin-1-yl)-ethyl]-cyclohexylamine hydrochloride (Intermediate A) (30 mg, 81.5 mmol) and tetrahydro-2H-pyran-4-carboxylic acid. As a reaction SMILES: [C:9]1(=[O:16])[CH2:10][CH2:11][CH2:12][C:13](=[O:14])[O:15]1.[CH2:1]([CH3:2])[N:3]1[CH2:4][CH2:5][NH:6][CH2:7][CH2:8]1.[CH2:23]([O:24][CH2:25][CH3:26])[CH3:27].[O:17]1[CH2:18][CH2:19][O:20][CH2:21][CH2:22]1>>[CH2:1]([CH3:2])[N:3]1[CH2:4][CH2:5][N:6]([C:9]([CH2:10][CH2:11][CH2:12][C:13](=[O:14])[OH:15])=[O:16])[CH2:7][CH2:8]1. Yields the product CCN1CCN(C(=O)CCCC(=O)O)CC1. Starting materials: O=C1CCCC(=O)O1, CCN1CCNCC1, CCOCC, C1COCCO1. Starting materials: CS(=O)(=O)C1=NC=CC(=N1)N1C=NC2=C1C=CC=C2 (2-Methanesulfonyl-4-[benzimidazol-1-yl]pyrimidine), C(C1=CC=CC=C1)OC(=O)N1CC(CC1)CN (1-benzyloxycarbonyl-3-aminomethylpyrrolidine), CN(C)C=O (DMF). Solvent: C1(=CC=CC=C1)C (toluene), CCOC(=O)C (EtOAc). Reaction conditions: temperature 100 celsius, time 18 hour. The product is C(C1=CC=CC=C1)OC(=O)N1CC(CC1)N(C1=NC=CC(=N1)N1C=NC2=C1C=CC=C2)C (2-[(1-(Benzyloxycarbonyl)pyrrolidin-3-yl)-methylamino]-4-[benzimidazol-1-yl]pyrimidine). Reaction SMILES: CS([C:5]1[N:10]=[C:9]([N:11]2[C:15]3[CH:16]=[CH:17][CH:18]=[CH:19][C:14]=3[N:13]=[CH:12]2)[CH:8]=[CH:7][N:6]=1)(=O)=O.[CH2:20]([O:27][C:28]([N:30]1[CH2:34][CH2:33][CH:32](CN)[CH2:31]1)=[O:29])[C:21]1[CH:26]=[CH:25][CH:24]=[CH:23][CH:22]=1.[CH3:37][N:38](C=O)C>C1(C)C=CC=CC=1.CCOC(C)=O>[CH2:20]([O:27][C:28]([N:30]1[CH2:34][CH2:33][CH:32]([N:38]([CH3:37])[C:5]2[N:10]=[C:9]([N:11]3[C:15]4[CH:16]=[CH:17][CH:18]=[CH:19][C:14]=4[N:13]=[CH:12]3)[CH:8]=[CH:7][N:6]=2)[CH2:31]1)=[O:29])[C:21]1[CH:22]=[CH:23][CH:24]=[CH:25][CH:26]=1. Reported procedure: To a solution of 336 mg of 2-methanesulfonyl-4-[benzimidazol-1-yl]pyrimidine (EXAMPLE 1) in 2 mL of DMF was added a solution of 273 mg of 1-benzyloxycarbonyl-3-aminomethylpyrrolidine in 2 mL of toluene. The mixture was heated to 100° C. and stirred at this temperature for 18 h, then cooled, diluted with 20 mL of EtOAc, and washed with 2×10 mL of water and 10 ml of brine. The organic phase was dried over MgSO4 and concentrated. The residue was purified by flash chromatography, eluting with a grad... The reactants are solution, C1(CCCCC1)=O (cyclohexanone), C(CCC)[Li] (n-butyl lithium), ice, CN1CCC(CC1)C=1OC2=C(C1)C=C(C=C2)Br (1-methyl-4-(5-bromo-2-benzofuranyl)-piperidine). Solvent: C(C)OCC (diethyl ether), C(C)OCC (diethyl ether), C(C)OCC (diethyl ether). Reaction conditions: time 90 minute. Yields the product CN1CCC(CC1)C=1OC2=C(C1)C=C(C=C2)C2(CCCCC2)O (1-methyl-4-[5-(1-hydroxycyclohexyl)-2-benzofuranyl]-piperidine). RXN SMILES: C([Li])CCC.[CH3:6][N:7]1[CH2:12][CH2:11][CH:10]([C:13]2[O:14][C:15]3[CH:21]=[CH:20][C:19](Br)=[CH:18][C:16]=3[CH:17]=2)[CH2:9][CH2:8]1.[C:23]1(=[O:29])[CH2:28][CH2:27][CH2:26][CH2:25][CH2:24]1>C(OCC)C>[CH3:6][N:7]1[CH2:12][CH2:11][CH:10]([C:13]2[O:14][C:15]3[CH:21]=[CH:20][C:19]([C:23]4([OH:29])[CH2:28][CH2:27][CH2:26][CH2:25][CH2:24]4)=[CH:18][C:16]=3[CH:17]=2)[CH2:9][CH2:8]1. Reported procedure: 480 ml of a 1.35N solution of n-butyl lithium in abs. diethyl ether is added dropwise within 30 minutes at -5° to a solution of 60 g of 1-methyl-4-(5-bromo-2-benzofuranyl)-piperidine [cp. Example 19] in 300 ml of diethyl ether. The reaction temperature during the dropwise addition is maintained at between -5° and 0° by external cooling. The solution is afterwards stirred for a further 90 minutes at 5° to 10°. There is then added dropwise within 30 minutes a solution of 85 ml of cyclohexanone in ... The reactants are BrC1=CC(=C(C=C1)I)OC(F)(F)F (4-bromo-1-iodo-2-(trifluoromethoxy)benzene), C(C)(C)(C)[Li] (t-butyllithium), C(=O)N1CCOCC1 (N-formyl morpholine). Run in C1CCOC1 (THF), C1CCOC1 (THF). Conditions: temperature -74 celsius, time 90 minute. Yields the product BrC1=CC(=C(C=O)C=C1)OC(F)(F)F (4-Bromo-2-trifluoromethoxy-benzaldehyde). The yield is 51.1%. As a reaction SMILES: [Br:1][C:2]1[CH:7]=[CH:6][C:5](I)=[C:4]([O:9][C:10]([F:13])([F:12])[F:11])[CH:3]=1.C([Li])(C)(C)C.[CH:19](N1CCOCC1)=[O:20]>C1COCC1>[Br:1][C:2]1[CH:7]=[CH:6][C:5]([CH:19]=[O:20])=[C:4]([O:9][C:10]([F:13])([F:12])[F:11])[CH:3]=1. Procedure: Add 4-bromo-1-iodo-2-(trifluoromethoxy)benzene (22.04 g, 60 mmol) to a 1000 mL 3-neck flask equipped with a magnetic stir bar, thermocouple, addition funnel, and N2 inlet and replace the atmosphere in the flask with nitrogen. After adding anhydrous THF (300 mL), cool the mixture to −74° C. and treat dropwise with a solution of t-butyllithium (70 mL of 1.7 M solution, 120 mmol). Stir the resulting solution for 90 minutes and then treated dropwise with a solution of N-formyl morpholine (14.52 g, 1... Reactants: C(C)(C)(C)C1=CC(=C(C=N1)C=1N([C@]([C@](N1)(C)C1=CC=C(C=C1)Cl)(C)C1=CC=C(C=C1)Cl)C(=O)Cl)OCC ((4S,5R)-2-(6-tert-butyl-4-ethoxy-pyridin-3-yl)-4,5-bis-(4-chloro-phenyl)-4,5-dimethyl-4,5-dihydro-imidazole-1-carbonyl chloride), C(C)OC(CN1CCNCCC1)=O (homopiperazine-acetic acid ethyl ester). The product is C(C)OC(CN1CCN(CCC1)C(=O)N1C(=N[C@@]([C@@]1(C)C1=CC=C(C=C1)Cl)(C)C1=CC=C(C=C1)Cl)C=1C=NC(=CC1OCC)C(C)(C)C)=O (2-{4-[(4S,5R)-2-(6-tert-butyl-4-ethoxy-pyridin-3-yl)-4,5-bis-(4-chloro-phenyl)-4,5-dimethyl-4,5-dihydro-imidazole-1-carbonyl]-[1,4]diazepan-1-yl}-acetic acid ethyl ester). As a reaction SMILES: [C:1]([C:5]1[N:10]=[CH:9][C:8]([C:11]2[N:12]([C:32](Cl)=[O:33])[C@@:13]([C:25]3[CH:30]=[CH:29][C:28]([Cl:31])=[CH:27][CH:26]=3)([CH3:24])[C@@:14]([C:17]3[CH:22]=[CH:21][C:20]([Cl:23])=[CH:19][CH:18]=3)([CH3:16])[N:15]=2)=[C:7]([O:35][CH2:36][CH3:37])[CH:6]=1)([CH3:4])([CH3:3])[CH3:2].[CH2:38]([O:40][C:41](=[O:50])[CH2:42][N:43]1[CH2:49][CH2:48][CH2:47][NH:46][CH2:45][CH2:44]1)[CH3:39]>>[CH2:38]([O:40][C:41](=[O:50])[CH2:42][N:43]1[CH2:49][CH2:48][CH2:47][N:46]([C:32]([N:12]2[C@@:13]([C:25]3[CH:26]=[CH:27][C:28]([Cl:31])=[CH:29][CH:30]=3)([CH3:24])[C@@:14]([C:17]3[CH:18]=[CH:19][C:20]([Cl:23])=[CH:21][CH:22]=3)([CH3:16])[N:15]=[C:11]2[C:8]2[CH:9]=[N:10][C:5]([C:1]([CH3:4])([CH3:2])[CH3:3])=[CH:6][C:7]=2[O:35][CH2:36][CH3:37])=[O:33])[CH2:45][CH2:44]1)[CH3:39]. Procedure: In a manner analogous to the method described in examples 8, (4S,5R)-2-(6-tert-butyl-4-ethoxy-pyridin-3-yl)-4,5-bis-(4-chloro-phenyl)-4,5-dimethyl-4,5-dihydro-imidazole-1-carbonyl chloride (example 51) was coupled with homopiperazine-acetic acid ethyl ester to give 2-{4-[(4S,5R)-2-(6-tert-butyl-4-ethoxy-pyridin-3-yl)-4,5-bis-(4-chloro-phenyl)-4,5-dimethyl-4,5-dihydro-imidazole-1-carbonyl]-[1,4]diazepan-1-yl}-acetic acid ethyl ester. The ester was hydrolyzed, then the corresponding acid was treat...